From a dataset of the Open Reaction Database (ORD), a public repository of structured organic reaction records. describe an organic reaction: reactants, conditions, products, and yield Starting materials: COC1=CC=C(C=C1)C(C(F)(F)F)=O (4'-Methoxy-2,2,2-trifluoroacetophenone), [Cl-].C1(=CC=CC=C1)[P+](CC1=CC=C(C=C1)F)(C1=CC=CC=C1)C1=CC=CC=C1 (triphenyl(4-fluorobenzyl)-phosphonium chloride), [O-]CC.[Na+] (sodium ethoxide). Solvent: C(C)O (ethanol). Yields the product FC(C(=CC1=CC=C(C=C1)F)C1=CC=C(C=C1)OC)(F)F (3,3,3-Trifluoro-1-(4-fluorophenyl)-2-(4-methoxyphenyl)-propene). Yield: 87.0%. Reaction SMILES: [CH3:1][O:2][C:3]1[CH:8]=[CH:7][C:6]([C:9](=O)[C:10]([F:13])([F:12])[F:11])=[CH:5][CH:4]=1.[Cl-].C1([P+](C2C=CC=CC=2)(C2C=CC=CC=2)[CH2:23][C:24]2[CH:29]=[CH:28][C:27]([F:30])=[CH:26][CH:25]=2)C=CC=CC=1.[O-]CC.[Na+]>C(O)C>[F:11][C:10]([F:13])([F:12])[C:9]([C:6]1[CH:7]=[CH:8][C:3]([O:2][CH3:1])=[CH:4][CH:5]=1)=[CH:23][C:24]1[CH:29]=[CH:28][C:27]([F:30])=[CH:26][CH:25]=1 |f:1.2,3.4|. Procedure details: 4'-Methoxy-2,2,2-trifluoroacetophenone (R. Fuchs: J. Org. Chem. 22, 993-994 (1957)) is reacted with triphenyl(4-fluorobenzyl)-phosphonium chloride (see Example 18) in ethanol in the presence of sodium ethoxide. 3,3,3-Trifluoro-1-(4-fluorophenyl)-2-(4-methoxyphenyl)-propene is obtained with a yield of 87%; b.p.: 138°-142° C./0.5 mm Hg. Starting materials: BrC=1C=C(C=NC1)CO ((5-Bromo-pyridin-3-yl)-methanol), [H-].[Na+] (NaH), ClCC(=O)N(C)C (2-chloro-N,N-dimethyl-acetamide). The solvent is C1CCOC1 (THF). Run at time 1 hour. Product: BrC=1C=C(C=NC1)COCC(=O)N(C)C (2-(5-bromo-pyridin-3-ylmethoxy)-N,N-dimethyl-acetamide). Yield: 80.1%. As a reaction SMILES: [Br:1][C:2]1[CH:3]=[C:4]([CH2:8][OH:9])[CH:5]=[N:6][CH:7]=1.[H-].[Na+].Cl[CH2:13][C:14]([N:16]([CH3:18])[CH3:17])=[O:15]>C1COCC1>[Br:1][C:2]1[CH:3]=[C:4]([CH2:8][O:9][CH2:13][C:14]([N:16]([CH3:18])[CH3:17])=[O:15])[CH:5]=[N:6][CH:7]=1 |f:1.2|. Reported procedure: To a solution of (5-Bromo-pyridin-3-yl)-methanol (600 mg, 3.2 mmol) in THF (50 mL) is added 60% NaH (160 mg, 3.9 mmol) at 0° C. under N2 atmosphere. The mixture is stirred at room temperature for 1 hour. Then 2-chloro-N,N-dimethyl-acetamide (420 mg, 3.5 mmol) is added into the mixture at 0° C. After addition, the mixture is stirred at room temperature for 16 hrs. After quenching with saturated NH4Cl aqueous solution, the mixture is extracted with EtOAc for three times. The organic layers are com...